From a dataset of the Open Reaction Database (ORD), a public repository of structured organic reaction records. describe an organic reaction: reactants, conditions, products, and yield Starting materials: solution, ClS(=O)(=O)N (chlorosulfonamide), [Si](C)(C)(C(C)(C)C)O[C@H]1[C@H](C[C@@H](C1)NC1=NC=NC(=C1)N[C@@H]1[C@@H](CC2=CC=CC=C12)OC)CO ({(1R,2R,4S)-2-{[tert-butyl(dimethyl)silyl]oxy}-4-[(6-{[(1S,2R)-2-methoxy-2,3-dihydro-1H-inden-1-yl]amino}pyrimidin-4-yl)amino]cyclopentyl}methanol), N1=CC=CC=C1 (pyridine), solution, ClS(=O)(=O)N (chlorosulfonamide), N1=CC=CC=C1 (pyridine). The solvent is C(C)#N (acetonitrile), C(C)#N (acetonitrile), C(C)#N (acetonitrile). Run at time 3 hour. Yields the product S(N)(OC[C@@H]1[C@@H](C[C@H](C1)NC1=NC=NC(=C1)N[C@@H]1[C@@H](CC2=CC=CC=C12)OC)O)(=O)=O ({(1R,2R,4S)-2-hydroxy-4-[(6-{[(1S,2R)-2-methoxy-2,3-dihydro-1H-inden-1-yl]-amino}pyrimidin-4-yl)amino]cyclopentyl}methyl sulfamate). Yield: 57.0%. As a reaction SMILES: [Si]([O:8][C@@H:9]1[CH2:13][C@@H:12]([NH:14][C:15]2[CH:20]=[C:19]([NH:21][C@H:22]3[C:30]4[C:25](=[CH:26][CH:27]=[CH:28][CH:29]=4)[CH2:24][C@H:23]3[O:31][CH3:32])[N:18]=[CH:17][N:16]=2)[CH2:11][C@@H:10]1[CH2:33][OH:34])(C(C)(C)C)(C)C.N1C=CC=CC=1.Cl[S:42]([NH2:45])(=[O:44])=[O:43]>C(#N)C>[S:42](=[O:44])(=[O:43])([O:34][CH2:33][C@H:10]1[CH2:11][C@H:12]([NH:14][C:15]2[CH:20]=[C:19]([NH:21][C@H:22]3[C:30]4[C:25](=[CH:26][CH:27]=[CH:28][CH:29]=4)[CH2:24][C@H:23]3[O:31][CH3:32])[N:18]=[CH:17][N:16]=2)[CH2:13][C@H:9]1[OH:8])[NH2:45]. Procedure details: A solution of {(1R,2R,4S)-2-{[tert-butyl(dimethyl)silyl]oxy}-4-[(6-{[(1S,2R)-2-methoxy-2,3-dihydro-1H-inden-1-yl]amino}pyrimidin-4-yl)amino]cyclopentyl}methanol (0.112 g, 0.231 mmol) (azetroped with toluene) and pyridine (0.0374 mL, 0.462 mmol) in anhydrous acetonitrile (2.3 mL) was cooled to 0° C. A 2 N solution of chlorosulfonamide in acetonitrile (0.116 mL) was added dropwise and the reaction was stirred for 3 h. Additional 2 N solution of chlorosulfonamide in acetonitrile (0.026 mL) and pyri... Starting materials: BrC=1C=C(C=C(CBr)C1)OC (5-bromo-3-methoxybenzyl bromide), [C-]#N.[Na+] (sodium cyanide). The solvent is C(C)O (ethanol). Run at time 16 hour. Product: BrC=1C=C(C=C(C1)CC#N)OC (5-bromo-3-methoxyphenylacetonitrile). Reaction SMILES: [Br:1][C:2]1[CH:3]=[C:4]([O:10][CH3:11])[CH:5]=[C:6]([CH:9]=1)[CH2:7]Br.[C-:12]#[N:13].[Na+]>C(O)C>[Br:1][C:2]1[CH:3]=[C:4]([O:10][CH3:11])[CH:5]=[C:6]([CH2:7][C:12]#[N:13])[CH:9]=1 |f:1.2|. Reported procedure: A mixture of the crude benzyl bromide and sodium cyanide (4.9 g, 0.1 m) in ethanol (500 ml) is stirred at 65° for 16 hours. The mixture is cooled, filtered and concentrated in vacuo. The residue is partitioned between water and chloroform and the chloroform phase is washed, dried with sodium sulfate and concentrated in vacuo to afford 5-bromo-3-methoxyphenylacetonitrile. Reactants: O=C(O)C1CCC1, NC1CCC(CCN2CCC(Oc3c(F)cc(F)cc3F)CC2)CC1. Yields the product O=C(NC1CCC(CCN2CCC(Oc3c(F)cc(F)cc3F)CC2)CC1)C1CCC1. RXN SMILES: [CH:26]1([C:30](=[O:31])[OH:32])[CH2:27][CH2:28][CH2:29]1.[F:1][c:2]1[c:3]([O:4][CH:5]2[CH2:6][CH2:7][N:8]([CH2:11][CH2:12][CH:13]3[CH2:14][CH2:15][CH:16]([NH2:19])[CH2:17][CH2:18]3)[CH2:9][CH2:10]2)[c:20]([F:25])[cH:21][c:22]([F:24])[cH:23]1>>[F:1][c:2]1[c:3]([O:4][CH:5]2[CH2:6][CH2:7][N:8]([CH2:11][CH2:12][CH:13]3[CH2:14][CH2:15][CH:16]([NH:19][C:30]([CH:26]4[CH2:27][CH2:28][CH2:29]4)=[O:31])[CH2:17][CH2:18]3)[CH2:9][CH2:10]2)[c:20]([F:25])[cH:21][c:22]([F:24])[cH:23]1. Reactants: CCOCC, COCCOC, CC(C)(C)[O-], OCCC1CC1, Nc1nc(Cl)nc2c1ncn2C1CCCCO1, [Na+]. Yields the product Nc1nc(OCCC2CC2)nc2c1ncn2C1CCCCO1. As a reaction SMILES: [CH3:30][CH2:31][O:32][CH2:33][CH3:34].[CH3:35][O:36][CH2:37][CH2:38][O:39][CH3:40].[CH3:7][C:8]([CH3:9])([O-:10])[CH3:11].[CH:1]1([CH2:4][CH2:5][OH:6])[CH2:2][CH2:3]1.[Cl:13][c:14]1[n:15][c:16]([NH2:29])[c:17]2[n:18][cH:19][n:20]([CH:23]3[O:24][CH2:25][CH2:26][CH2:27][CH2:28]3)[c:21]2[n:22]1.[Na+:12]>>[CH:1]1([CH2:4][CH2:5][O:6][c:14]2[n:15][c:16]([NH2:29])[c:17]3[n:18][cH:19][n:20]([CH:23]4[O:24][CH2:25][CH2:26][CH2:27][CH2:28]4)[c:21]3[n:22]2)[CH2:2][CH2:3]1. The reactants are CC(C)(C)OC(=O)N1CCC(CCS(C)(=O)=O)CC1, CO, Cl. The product is CS(=O)(=O)CCC1CCNCC1, Cl. RXN SMILES: [CH3:1][S:2](=[O:3])(=[O:4])[CH2:5][CH2:6][CH:7]1[CH2:8][CH2:9][N:10]([C:13]([O:14][C:15]([CH3:16])([CH3:17])[CH3:18])=[O:19])[CH2:11][CH2:12]1.[CH3:21][OH:22].[ClH:20]>>[CH3:1][S:2](=[O:3])(=[O:4])[CH2:5][CH2:6][CH:7]1[CH2:8][CH2:9][NH:10][CH2:11][CH2:12]1.[ClH:20]. Reactants: NN (hydrazine), C1C2CC3(CC(CC13)C2)C=2OC(C1=C(N2)C=CC=C1)=O (2-(hexahydro-2,5-methanopentalen-3a(1H)-yl)-benzo[d][1,3]oxazin-4-one). Solvent: C1(=CC=CC=C1)C (toluene), C1(=CC=CC=C1)C (toluene). Conditions: temperature 22.5 celsius, time 10 hour. Product: NN1C(=NC2=CC=CC=C2C1=O)C12CC3CC2CC(C1)C3 (3-amino-2-(hexahydro-2,5-methanopentalen-3a(1H)-yl)-quinazolin-4(3H)-one). The yield is 99.9%. Reaction SMILES: [NH2:1][NH2:2].[CH2:3]1[CH:10]2[C:6]3([C:12]4[O:13][C:14](=O)[C:15]5[CH:21]=[CH:20][CH:19]=[CH:18][C:16]=5[N:17]=4)[CH2:7][CH:8]([CH2:11][CH:4]1[CH2:5]3)[CH2:9]2>C1(C)C=CC=CC=1>[NH2:1][N:2]1[C:14](=[O:13])[C:15]2[C:16](=[CH:18][CH:19]=[CH:20][CH:21]=2)[N:17]=[C:12]1[C:6]12[CH2:7][CH:8]3[CH2:11][CH:4]([CH2:3][CH:10]1[CH2:9]3)[CH2:5]2. Procedure: Anhydrous hydrazine (0.30 mL, 9.56 mmol) was added to a solution of the product of Example 2A (0.79 g, 2.81 mmol) in toluene (10 mL). The solution was stirred at 20-25° C. for 10 hours, then diluted with toluene (15 mL) and heated at reflux under a Dean-Stark trap for 33 hours. The solution was cooled to room temperature and concentrated under vacuum to leave a white solid residue. The residue was purified by flash chromatography (silica gel, eluted with hexanes-EtOAc 70:30-50:50) to provide the... Procedure: This step in the process parallels work disclosed by Ziegler, et al., J. Org. Chem. 43: 985-991 (1978), in which 2-butenolide was added to a 1,3-dithiane derivative of piperonal and subsequently reacted with 3,4,5-trimethoxybenzaldehyde to produce (±) -isopodophyllotoxone dithiane. The reactants are C1(C=CCO1)=O (2-butenolide), S1CSCCC1 (1,3-dithiane), C1=CC2=C(C=C1C=O)OCO2 (piperonal), COC=1C=C(C=O)C=C(C1OC)OC (3,4,5-trimethoxybenzaldehyde). As a reaction SMILES: [C:1]1(=[O:6])[O:5][CH2:4][CH:3]=[CH:2]1.[S:7]1[CH2:12][CH2:11][CH2:10][S:9][CH2:8]1.[CH:13]1[C:18]([CH:19]=O)=[CH:17][C:16]2[O:21][CH2:22][O:23][C:15]=2[CH:14]=1.[CH3:24][O:25][C:26]1[CH:27]=[C:28]([CH:31]=[C:32]([O:36][CH3:37])[C:33]=1[O:34][CH3:35])C=O>>[CH3:37][O:36][C:32]1[C:33]([O:34][CH3:35])=[C:26]([O:25][CH3:24])[CH:27]=[C:28]([CH:19]2[C:18]3[C:13](=[CH:14][C:15]4[O:23][CH2:22][O:21][C:16]=4[CH:17]=3)[C:8]3([S:9][CH2:10][CH2:11][CH2:12][S:7]3)[CH:3]3[CH2:4][O:5][C:1](=[O:6])[CH:2]23)[CH:31]=1. Yields the product COC1=CC(=CC(=C1OC)OC)C2C3C(COC3=O)C4(C5=CC6=C(C=C25)OCO6)SCCCS4 (isopodophyllotoxone dithiane). As a reaction SMILES: [OH:1][CH:2]1[CH2:7][CH2:6][CH:5]([C:8](=[O:10])[CH3:9])[CH2:4][CH2:3]1.[CH3:11][C:12]([CH2:16]O)([CH2:14][OH:15])[CH3:13]>CC1C=CC(S(O)(=O)=O)=CC=1.C1(C)C=CC=CC=1>[CH3:9][C:8]1([CH:5]2[CH2:6][CH2:7][CH:2]([OH:1])[CH2:3][CH2:4]2)[O:15][CH2:14][C:12]([CH3:16])([CH3:13])[CH2:11][O:10]1. The yield is 62.0%. The solvent is C1(=CC=CC=C1)C (toluene). Procedure: A mixture of 1-(4-hydroxy-cyclohexyl)-ethanone (2.24 g, 1 eq.), toluene (160 mL), neopentylglycol (1.96 g, 1.2 eq.) and pTsOH (150 mg, 0.05 eq.) in a flask equipped with Dean-Stark apparatus was heated to reflux overnight. The mixture was cooled down to room temperature and concentrated. The crude product was purified by silica gel column chromatography (25% to 50% EtOAc/hexanes) to give 4-(2,5,5-trimethyl-[1,3]dioxan-2-yl)-cyclohexanol (2.23 g, 62%). The product is CC1(OCC(CO1)(C)C)C1CCC(CC1)O (4-(2,5,5-trimethyl-[1,3]dioxan-2-yl)-cyclohexanol). Reagents/catalysts: CC=1C=CC(=CC1)S(=O)(=O)O (pTsOH). Reactants: OC1CCC(CC1)C(C)=O (1-(4-hydroxy-cyclohexyl)-ethanone), CC(C)(CO)CO (neopentylglycol).